From a dataset of the Open Reaction Database (ORD), a public repository of structured organic reaction records. describe an organic reaction: reactants, conditions, products, and yield The reactants are COC(C[C@H](C1=CC=C(C=C1)F)N1C(N(C=2C1=NC(=CC2)C#N)CC2=CN(C1=CC(=CC(=C21)C)C)C)=O)=O ((R)-3-[5-cyano-2-oxo-1-(1,4,6-trimethyl-1H-indol-3-ylmethyl)-1,2-dihydro-imidazo[4,5-b]pyridin-3-yl]-3-(4-fluoro-phenyl)-propionic acid methyl ester), O.[OH-].[Li+] (lithium hydroxide monohydrate), C(C)(=O)O (acetic acid). Solvent: O1CCOCC1 (dioxane), O (water), O (water). Reaction conditions: time 24 hour. Product: C(N)(=O)C1=CC=C2C(=N1)N(C(N2CC2=CN(C1=CC(=CC(=C21)C)C)C)=O)[C@H](CC(=O)O)C2=CC=C(C=C2)F ((R)-3-[5-Carbamoyl-2-oxo-1-(1,4,6-trimethyl-1H-indol-3-ylmethyl)-1,2-dihydro-imidazo[4,5-b]pyridin-3-yl]-3-(4-fluoro-phenyl)-propionic acid). Isolated yield 13.0%. RXN SMILES: C[O:2][C:3](=[O:38])[CH2:4][C@@H:5]([N:13]1[C:17]2=[N:18][C:19]([C:22]#[N:23])=[CH:20][CH:21]=[C:16]2[N:15]([CH2:24][C:25]2[C:33]3[C:28](=[CH:29][C:30]([CH3:35])=[CH:31][C:32]=3[CH3:34])[N:27]([CH3:36])[CH:26]=2)[C:14]1=[O:37])[C:6]1[CH:11]=[CH:10][C:9]([F:12])=[CH:8][CH:7]=1.O.[OH-].[Li+].C(O)(=[O:44])C>O1CCOCC1.O>[C:22]([C:19]1[N:18]=[C:17]2[N:13]([C@@H:5]([C:6]3[CH:11]=[CH:10][C:9]([F:12])=[CH:8][CH:7]=3)[CH2:4][C:3]([OH:2])=[O:38])[C:14](=[O:37])[N:15]([CH2:24][C:25]3[C:33]4[C:28](=[CH:29][C:30]([CH3:35])=[CH:31][C:32]=4[CH3:34])[N:27]([CH3:36])[CH:26]=3)[C:16]2=[CH:21][CH:20]=1)(=[O:44])[NH2:23] |f:1.2.3|. Procedure: To a stirred solution of (R)-3-[5-cyano-2-oxo-1-(1,4,6-trimethyl-1H-indol-3-ylmethyl)-1,2-dihydro-imidazo[4,5-b]pyridin-3-yl]-3-(4-fluoro-phenyl)-propionic acid methyl ester (0.17 g, 0.33 mmol) in dioxane (10 ml) and water (3 ml) was added lithium hydroxide monohydrate (70 mg, 1.66 mmol). The reaction was stirred for 24 hours after which time it was diluted with water and acidified using acetic acid. The resulting precipitate was collected via filtration and washed with water. The remaining soli... Reactants: C(C)C(C(=O)N)(C1=C(C=CC=C1)OCC1=CC=CC=C1)CC (α,α-diethyl-2-(phenylmethoxy)-benzeneacetamide), FC(C(=O)OI(OC(C(F)(F)F)=O)C1=CC=CC=C1)(F)F ((bis(trifluoroacetoxy)iodo)benzene), C(C)#N (acetonitrile), FC(C(=O)OI(OC(C(F)(F)F)=O)C1=CC=CC=C1)(F)F ((bis(trifluoroacetoxy)iodo)benzene). Run in O (water), O (water). Run at time 16 hour. Product: C(C)C(N)(C1=C(C=CC=C1)OCC1=CC=CC=C1)CC (α,α-diethyl-2-(phenylmethoxy)-benzenemethanamine). RXN SMILES: [CH2:1]([C:3]([CH2:21][CH3:22])([C:7]1[CH:12]=[CH:11][CH:10]=[CH:9][C:8]=1[O:13][CH2:14][C:15]1[CH:20]=[CH:19][CH:18]=[CH:17][CH:16]=1)C(N)=O)[CH3:2].FC(F)(F)C(OI(C1C=CC=CC=1)OC(=O)C(F)(F)F)=O.C(#[N:46])C>O>[CH2:1]([C:3]([CH2:21][CH3:22])([C:7]1[CH:12]=[CH:11][CH:10]=[CH:9][C:8]=1[O:13][CH2:14][C:15]1[CH:20]=[CH:19][CH:18]=[CH:17][CH:16]=1)[NH2:46])[CH3:2]. Reported procedure: A solution of α,α-diethyl-2-(phenylmethoxy)-benzeneacetamide (Example 266c, 0.77 g) in acetonitrile (6 mL) and water (6 mL) was treated with (bis(trifluoroacetoxy)iodo)benzene (1.113 g) under nitrogen and the reaction stirred at room temperature for 16 h. Further (bis(trifluoroacetoxy)iodo)benzene (1.0 g) was added and the reaction stirred for 3 h. The reaction mixture was diluted with water and extracted with ethyl acetate. The organic layer was dried (MgSO4), filtered and evaporated. The crude... Reported procedure: Following General Procedure F, (S)-tert-butyl 1-(4-(6-chloro-8-methoxy-4-oxo-4,5-dihydrothieno[2,3-c]quinolin-9-yl)phenyl)ethyl(methyl)carbamate (40 mg, 0.08 mmol) was reacted with tribromoborane (1.0 M in methylene chloride, 0.48 mL, 0.48 mmol) to afford the desired product (18 mg, 60%) as a white solid: 1H NMR (500 MHz, MeOD) δ 7.72-7.60 (m, 3H), 7.49-7.39 (m, 2H), 7.30 (s, 1H), 6.03 (d, J=5.4 Hz, 1H), 4.49 (q, J=6.9 Hz, 1H), 2.73 (d, J=4.3 Hz, 3H), 1.80 (d, J=6.9 Hz, 3H); ESI MS m/z 385 [C20H... Reactants: ClC1=CC(=C(C=2C3=C(C(NC12)=O)SC=C3)C3=CC=C(C=C3)[C@H](C)N(C(OC(C)(C)C)=O)C)OC ((S)-tert-butyl 1-(4-(6-chloro-8-methoxy-4-oxo-4,5-dihydrothieno[2,3-c]quinolin-9-yl)phenyl)ethyl(methyl)carbamate), BrB(Br)Br (tribromoborane). Isolated yield 106.8%. The product is Cl.ClC1=CC(=C(C=2C3=C(C(NC12)=O)SC=C3)C3=CC=C(C=C3)[C@H](C)NC)O ((S)-6-chloro-8-hydroxy-9-(4-(1-(methylamino)ethyl)phenyl)thieno[2,3-c]quinolin-4(5H)-one Hydrochloride). RXN SMILES: [Cl:1][C:2]1[C:11]2[NH:10][C:9](=[O:12])[C:8]3[S:13][CH:14]=[CH:15][C:7]=3[C:6]=2[C:5]([C:16]2[CH:21]=[CH:20][C:19]([C@@H:22]([N:24](C)[C:25](=O)OC(C)(C)C)[CH3:23])=[CH:18][CH:17]=2)=[C:4]([O:33]C)[CH:3]=1.BrB(Br)Br>>[ClH:1].[Cl:1][C:2]1[C:11]2[NH:10][C:9](=[O:12])[C:8]3[S:13][CH:14]=[CH:15][C:7]=3[C:6]=2[C:5]([C:16]2[CH:21]=[CH:20][C:19]([C@@H:22]([NH:24][CH3:25])[CH3:23])=[CH:18][CH:17]=2)=[C:4]([OH:33])[CH:3]=1 |f:2.3|. Reactants: [N+](=O)([O-])C1=CC=C(C=C1)N=C=O (4-Nitrophenylisocyanate), C1(CCCC1)CCCNCC(OC)OC (3-Cyclopentyl-propyl (2,2-dimethoxy-ethyl)-amine), FC(C(=O)O)(F)F (trifluoroacetic acid), O (water). The solvent is C(Cl)Cl (CH2Cl2), C(Cl)Cl (CH2Cl2). Run at temperature 0 celsius, time 18 hour. Product: C1(CCCC1)CCCN1C(N(C=C1)C1=CC=C(C=C1)[N+](=O)[O-])=O (1-(3-Cyclopentyl-propyl)-3-(4-nitro-phenyl)-1,3-dihydro-imidazol-2-one). RXN SMILES: [CH:1]1([CH2:6][CH2:7][CH2:8][NH:9][CH2:10][CH:11](OC)OC)[CH2:5][CH2:4][CH2:3][CH2:2]1.[N+:16]([C:19]1[CH:24]=[CH:23][C:22]([N:25]=[C:26]=[O:27])=[CH:21][CH:20]=1)([O-:18])=[O:17].FC(F)(F)C(O)=O.O>C(Cl)Cl>[CH:1]1([CH2:6][CH2:7][CH2:8][N:9]2[CH:10]=[CH:11][N:25]([C:22]3[CH:21]=[CH:20][C:19]([N+:16]([O-:18])=[O:17])=[CH:24][CH:23]=3)[C:26]2=[O:27])[CH2:2][CH2:3][CH2:4][CH2:5]1. Procedure: The product from Example 48 (2.6 g, 12.1 mmol) was dissolved in CH2Cl2 (30 mL) and cooled to 0° C. 4-Nitrophenylisocyanate (1.98 g, 12.1 mmol) was added, and the mixture was allowed to warm to 23° C. The reaction was diluted with additional CH2Cl2 (30 mL) and cooled to 0° C. before a 1:1 solution of trifluoroacetic acid and water was added. The biphasic solution was vigorously stirred for 18 hours at ambient temperature. The layers were separated, and the aqueous layer was extracted with CHCl3. ...